From a dataset of the Open Reaction Database (ORD), a public repository of structured organic reaction records. describe an organic reaction: reactants, conditions, products, and yield Reactants: COC(C(=O)NC1=CC(=C(C=C1C)Br)OCCCOC1=C(C(=C(C=C1)C(C)=O)O)CCC)=O (N-{3-[3-(4-acetyl-3-hydroxy-2-n-propylphenoxy)-propoxy]-4-bromo-6-methylphenyl}-oxamic acid methyl ester), [OH-].[Na+] (sodium hydroxide). The solvent is CO (methanol). Yields the product C(C)(=O)C1=C(C(=C(OCCCOC=2C=C(C(=CC2Br)C)NC(C(=O)O)=O)C=C1)CCC)O (N-{3-[3-(4-acetyl-3-hydroxy-2-n-propylphenoxy)-propoxy]-4-bromo-6-methylphenyl}-oxamic acid). As a reaction SMILES: C[O:2][C:3](=[O:33])[C:4]([NH:6][C:7]1[C:12]([CH3:13])=[CH:11][C:10]([Br:14])=[C:9]([O:15][CH2:16][CH2:17][CH2:18][O:19][C:20]2[CH:25]=[CH:24][C:23]([C:26](=[O:28])[CH3:27])=[C:22]([OH:29])[C:21]=2[CH2:30][CH2:31][CH3:32])[CH:8]=1)=[O:5].[OH-].[Na+]>CO>[C:26]([C:23]1[CH:24]=[CH:25][C:20]([O:19][CH2:18][CH2:17][CH2:16][O:15][C:9]2[CH:8]=[C:7]([NH:6][C:4](=[O:5])[C:3]([OH:33])=[O:2])[C:12]([CH3:13])=[CH:11][C:10]=2[Br:14])=[C:21]([CH2:30][CH2:31][CH3:32])[C:22]=1[OH:29])(=[O:28])[CH3:27] |f:1.2|. Procedure details: A suspension of 15.1 g (29 mmol) of N-{3-[3-(4-acetyl-3-hydroxy-2-n-propylphenoxy)-propoxy]-4-bromo-6-methylphenyl}-oxamic acid methyl ester in 120 ml of methanol and 30.4 ml of N sodium hydroxide solution is heated under reflux for 90 minutes. The reaction mixture is concentrated under reduced pressure, dissolved in acetone and dilute sodium hydroxide solution and acidified with dilute hydrochloric acid. The product that has formed is filtered off, washed with acetone/water and recrystallised f... The reactants are C(C)(C)(C)OC(NC1(CC1)C(=O)N1CCN(CC1)CC=1N(C2=NC(=NC(=C2N1)N1CCOCC1)N1C(=NC2=C1C=CC=C2)CC)C)=O ((1-{4-[2-(2-ethylbenzoimidazol-1-yl)-9-methyl-6-morpholin-4-yl-9H-purin-8-ylmethyl]piperazine-1-carbonyl}cyclopropyl)carbamic acid tert-butyl ester). The solvent is C(Cl)Cl.C(=O)(C(F)(F)F)O (DCM TFA). Run at time 4 hour. Yields the product NC1(CC1)C(=O)N1CCN(CC1)CC=1N(C2=NC(=NC(=C2N1)N1CCOCC1)N1C(=NC2=C1C=CC=C2)CC)C ((1-aminocyclopropyl)(4-((2-(2-ethyl-1H-benzo[d]imidazol-1-yl)-9-methyl-6-morpholino-9H-purin-8-yl)methyl)piperazin-1-yl)methanone). Isolated yield 63.8%. Reaction SMILES: C(OC(=O)[NH:7][C:8]1([C:11]([N:13]2[CH2:18][CH2:17][N:16]([CH2:19][C:20]3[N:21]([CH3:46])[C:22]4[C:27]([N:28]=3)=[C:26]([N:29]3[CH2:34][CH2:33][O:32][CH2:31][CH2:30]3)[N:25]=[C:24]([N:35]3[C:39]5[CH:40]=[CH:41][CH:42]=[CH:43][C:38]=5[N:37]=[C:36]3[CH2:44][CH3:45])[N:23]=4)[CH2:15][CH2:14]2)=[O:12])[CH2:10][CH2:9]1)(C)(C)C>C(Cl)Cl.C(O)(C(F)(F)F)=O>[NH2:7][C:8]1([C:11]([N:13]2[CH2:14][CH2:15][N:16]([CH2:19][C:20]3[N:21]([CH3:46])[C:22]4[C:27]([N:28]=3)=[C:26]([N:29]3[CH2:34][CH2:33][O:32][CH2:31][CH2:30]3)[N:25]=[C:24]([N:35]3[C:39]5[CH:40]=[CH:41][CH:42]=[CH:43][C:38]=5[N:37]=[C:36]3[CH2:44][CH3:45])[N:23]=4)[CH2:17][CH2:18]2)=[O:12])[CH2:9][CH2:10]1 |f:1.2|. Procedure details: A mixture of (1-{4-[2-(2-ethylbenzoimidazol-1-yl)-9-methyl-6-morpholin-4-yl-9H-purin-8-ylmethyl]piperazine-1-carbonyl}cyclopropyl)carbamic acid tert-butyl ester (0.123 g, 0.19 mmol) in DCM/TFA (5 mL/5 mL) was stirred for 4 h at room temperature. The reaction mixture was loaded onto an Isolute® SCX-2 cartridge. The cartridge was washed with MeOH and the desired product was eluted using 2 M NH3 in MeOH. The eluent was concentrated in vacuo and the residue was purified by flash chromatography (Si—P... Starting materials: ClC1=C(C=C(C(=O)N(C2=C(OCCC(=O)O)C=CC=C2)C)C=C1)C=1C=NC(=CC1C#N)C(F)(F)F (3-(2-{[4-chloro-3-(4-cyano-6-trifluoromethyl-pyridin-3-yl)-benzoyl]-methyl-amino}-phenoxy)-propionic acid), C(C)(C)(C)OC(NCCN)=O ((2-amino-ethyl)-carbamic acid tert-butyl ester), CCN=C=NCCCN(C)C.Cl (EDCl), C=1C=CC2=C(C1)N=NN2O (HOBt), CCN(C(C)C)C(C)C (DIPEA). Solvent: CN(C)C=O (DMF), CO (MeOH). Conditions: time 48 hour. The product is C(C)(C)(C)OC(NCCNC(CCOC1=C(C=CC=C1)N(C)C(C1=CC(=C(C=C1)Cl)C=1C=NC(=CC1C#N)C(F)(F)F)=O)=O)=O ({2-[3-(2-{[4-chloro-3-(4-cyano-6-trifluoromethyl-pyridin-3-yl)-benzoyl]-methyl-amino}-phenoxy)-propionylamino]-ethyl}-carbamic acid tert-butyl ester). As a reaction SMILES: [Cl:1][C:2]1[CH:23]=[CH:22][C:5]([C:6]([N:8]([CH3:21])[C:9]2[CH:20]=[CH:19][CH:18]=[CH:17][C:10]=2[O:11][CH2:12][CH2:13][C:14](O)=[O:15])=[O:7])=[CH:4][C:3]=1[C:24]1[CH:25]=[N:26][C:27]([C:32]([F:35])([F:34])[F:33])=[CH:28][C:29]=1[C:30]#[N:31].[C:36]([O:40][C:41](=[O:46])[NH:42][CH2:43][CH2:44][NH2:45])([CH3:39])([CH3:38])[CH3:37].CCN=C=NCCCN(C)C.Cl.C1C=CC2N(O)N=NC=2C=1.CCN(C(C)C)C(C)C>CN(C=O)C.CO>[C:36]([O:40][C:41](=[O:46])[NH:42][CH2:43][CH2:44][NH:45][C:14](=[O:15])[CH2:13][CH2:12][O:11][C:10]1[CH:17]=[CH:18][CH:19]=[CH:20][C:9]=1[N:8]([C:6](=[O:7])[C:5]1[CH:22]=[CH:23][C:2]([Cl:1])=[C:3]([C:24]2[CH:25]=[N:26][C:27]([C:32]([F:34])([F:35])[F:33])=[CH:28][C:29]=2[C:30]#[N:31])[CH:4]=1)[CH3:21])([CH3:39])([CH3:37])[CH3:38] |f:2.3|. Procedure: To a mixture of 3-(2-{[4-chloro-3-(4-cyano-6-trifluoromethyl-pyridin-3-yl)-benzoyl]-methyl-amino}-phenoxy)-propionic acid 11-4 (50 mg, 0.10 mmol) and (2-amino-ethyl)-carbamic acid tert-butyl ester (51.5 mg, 0.54 mmol) in DMF (500 μL), EDCl (22 mg, 0.12 mmol), HOBt (16 mg, 0.12 mmol) and DIPEA (34 μl, 0.19 mmol) were added. The mixture was stirred for 48 hrs at rt, diluted with MeOH (500 μL) and purified by prep HPLC to afford {2-[3-(2-{[4-chloro-3-(4-cyano-6-trifluoromethyl-pyridin-3-yl)-benzoyl...